This data is from the Open Reaction Database (ORD), a public repository of structured organic reaction records. The task is: describe an organic reaction: reactants, conditions, products, and yield Starting materials: C(OCC)(OCC)OCC (triethyl orthoformate), N1C=NC2=C1C=CC(=C2)C(=O)N2[C@@H]1CC3=C([C@](CC2)([C@@H]1C)C)C=C(C=C3)C(=N)NO ((2R,6R,11S)-3-(1H-benzoimidazole-5-carbonyl)-N-hydroxy-6,11-dimethyl-1,2,3,4,5,6-hexahydro-2,6-methano-benzo[d]azocine-8-carboxamidine). Conditions: temperature 100 celsius, time 6 hour. Product: N1C=NC2=C1C=CC(=C2)C(=O)N2[C@@H]1CC3=C([C@](CC2)([C@@H]1C)C)C=C(C=C3)C3=NOC=N3 ((1H-Benzoimidazol-5-yl)-[(2R,6R,11S)-6,11-dimethyl-8-[1,2,4]oxadiazol-3-yl-1,2,5,6-tetrahydro-4H-2,6-methano-benzo[d]azocin-3-yl]-methanone). As a reaction SMILES: [CH:1](OCC)(OCC)OCC.[NH:11]1[C:15]2[CH:16]=[CH:17][C:18]([C:20]([N:22]3[CH2:29][CH2:28][C@:27]4([CH3:32])[C@H:30]([CH3:31])[C@H:23]3[CH2:24][C:25]3[CH:36]=[CH:35][C:34]([C:37]([NH:39][OH:40])=[NH:38])=[CH:33][C:26]=34)=[O:21])=[CH:19][C:14]=2[N:13]=[CH:12]1>>[NH:11]1[C:15]2[CH:16]=[CH:17][C:18]([C:20]([N:22]3[CH2:29][CH2:28][C@:27]4([CH3:32])[C@H:30]([CH3:31])[C@H:23]3[CH2:24][C:25]3[CH:36]=[CH:35][C:34]([C:37]5[N:38]=[CH:1][O:40][N:39]=5)=[CH:33][C:26]=34)=[O:21])=[CH:19][C:14]=2[N:13]=[CH:12]1. Reported procedure: A mixture of triethyl orthoformate (4 mL) and (2R,6R,11S)-3-(1H-benzoimidazole-5-carbonyl)-N-hydroxy-6,11-dimethyl-1,2,3,4,5,6-hexahydro-2,6-methano-benzo[d]azocine-8-carboxamidine (0.25 g) is stirred at 100° C. for 6 h. After cooling to room temperature, the mixture is concentrated and the residue is purified by HPLC on reversed phase (water/MeCN/NH3) to give the title compound as a white solid. Reactants: FC1=C(C=CC(=C1F)CCCCC)C1=NC=C(C=N1)O (2-(2',3'-Difluoro-4'-pentylphenyl)-5-hydroxypyrimidine), FC1=C(C=CC(=C1F)OCCCCCCCC)C1=NC=C(C=N1)Br (2-(2',3'-Difluoro-4'-octyloxyphenyl)-5-bromopyrimidine), OO (hydrogen peroxide), C(CCC)[Li] (butyllithium), B(OC)(OC)OC (trimethyl borate). Run in C1CCOC1 (THF), CCCCCC (hexane). The product is FC1=C(C=CC(=C1F)OCCCCCCCC)C1=NC=C(C=N1)O (2-(2',3'-Difluoro-4'-octyloxyphenyl)-5-hydroxypyrimidine). The yield is 56.2%. RXN SMILES: [F:1][C:2]1[C:7]([F:8])=[C:6]([O:9][CH2:10][CH2:11][CH2:12][CH2:13][CH2:14][CH2:15][CH2:16][CH3:17])[CH:5]=[CH:4][C:3]=1[C:18]1[N:23]=[CH:22][C:21](Br)=[CH:20][N:19]=1.C([Li])CCC.B(OC)(OC)[O:31]C.OO.FC1C(F)=C(CCCCC)C=CC=1C1N=CC(O)=CN=1>CCCCCC.C1COCC1>[F:1][C:2]1[C:7]([F:8])=[C:6]([O:9][CH2:10][CH2:11][CH2:12][CH2:13][CH2:14][CH2:15][CH2:16][CH3:17])[CH:5]=[CH:4][C:3]=1[C:18]1[N:23]=[CH:22][C:21]([OH:31])=[CH:20][N:19]=1. Reported procedure: --Quantities: difluorophenylbromo-pyrimidine 4 (4.30 g, 10.8 mmol), 2.5M butyllithium (4.5 ml, 11.3 mmol), trimethyl borate (2.6 ml, 22.6 mmol), THF (100 ml), hexane (30 ml), 30% hydrogen peroxide (5.4 ml, 44 mmol) ether (200 ml). The experimental procedure was as described for compound 33. The crude product was purified by flash chromatography (10 to 30% ethyl acetate-light petroleum) to give the difluorophenyl-5-hydroxypyrimidine 35 (2.04 g, 56%) [from light petroleum (b.p. 60-80° C.)], m.p. 8... Reactants: BrC=1N(C=C(N1)C(=O)N(CC1=CC(=CC=C1)OC(F)(F)F)C1CCOCC1)C (2-bromo-1-methyl-N-(tetrahydro-2H-pyran-4-yl)-N-[3-(trifluoromethoxy)benzyl]-1H-imidazole-4-carboxamide), C[O-].[Na+] (sodium methoxide). Run in O1CCCC1 (tetrahydrofuran). Reaction conditions: temperature 60 celsius, time 3 day. Product: COC=1N(C=C(N1)C(=O)N(CC1=CC(=CC=C1)OC(F)(F)F)C1CCOCC1)C (2-Methoxy-1-methyl-N-(tetrahydro-2H-pyran-4-yl)-N-[3-(trifluoromethoxy)benzyl]-1H-imidazole-4-carboxamide). Isolated yield 6.7%. RXN SMILES: Br[C:2]1[N:3]([CH3:28])[CH:4]=[C:5]([C:7]([N:9]([CH:22]2[CH2:27][CH2:26][O:25][CH2:24][CH2:23]2)[CH2:10][C:11]2[CH:16]=[CH:15][CH:14]=[C:13]([O:17][C:18]([F:21])([F:20])[F:19])[CH:12]=2)=[O:8])[N:6]=1.[CH3:29][O-:30].[Na+]>O1CCCC1>[CH3:29][O:30][C:2]1[N:3]([CH3:28])[CH:4]=[C:5]([C:7]([N:9]([CH:22]2[CH2:27][CH2:26][O:25][CH2:24][CH2:23]2)[CH2:10][C:11]2[CH:16]=[CH:15][CH:14]=[C:13]([O:17][C:18]([F:21])([F:20])[F:19])[CH:12]=2)=[O:8])[N:6]=1 |f:1.2|. Procedure details: A mixture of 2-bromo-1-methyl-N-(tetrahydro-2H-pyran-4-yl)-N-[3-(trifluoromethoxy)benzyl]-1H-imidazole-4-carboxamide (100 mg), sodium methoxide (14 mg) and tetrahydrofuran (1 mL) was stirred at 60° C. for 3 days. The reaction mixture was concentrated under reduced pressure and the resulting residue was purified by column chromatography (NH silica gel cartridge; hexane/ethyl acetate=3:1 to 1:1) and TLC (NH silica gel plate; hexane/ethyl acetate=1:1) to give the titled compound (6 mg). The reactants are CCO, C=Cn1cnc2cncnc21, CCN(C(C)C)C(C)C, Clc1nc(Cl)c2[nH]cnc2n1, C=Cn1cnc2c(Cl)nc(Cl)nc21, CP(C)(=O)c1ccc(N)cc1. The product is C=Cn1cnc2c(Nc3ccc(P(C)(C)=O)cc3)nc(Cl)nc21. As a reaction SMILES: [CH3:56][CH2:57][OH:58].[CH:1]([n:2]1[cH:3][n:4][c:5]2[c:6]1[n:7][cH:8][n:9][cH:10]2)=[CH2:11].[CH:34]([N:35]([CH2:36][CH3:37])[CH:38]([CH3:39])[CH3:40])([CH3:41])[CH3:42].[Cl:12][c:13]1[n:14][c:15]2[c:16]([nH:17][cH:18][n:19]2)[c:20]([Cl:21])[n:22]1.[Cl:43][c:44]1[n:45][c:46]([Cl:55])[c:47]2[n:48][cH:49][n:50]([CH:53]=[CH2:54])[c:51]2[n:52]1.[NH2:23][c:24]1[cH:25][cH:26][c:27]([P:30]([CH3:31])([CH3:32])=[O:33])[cH:28][cH:29]1>>[NH:23]([c:24]1[cH:25][cH:26][c:27]([P:30]([CH3:31])([CH3:32])=[O:33])[cH:28][cH:29]1)[c:46]1[n:45][c:44]([Cl:43])[n:52][c:51]2[c:47]1[n:48][cH:49][n:50]2[CH:53]=[CH2:54]. Reactants: N1CCOCC1 (Morpholine), C(C)(C)N(C(C)C)CC (N,N-diisopropylethylamine), ClC=1C2=C(N=CN1)NC=C2C=2C=C(C#N)C=CC2 (3-(4-chloro-7H-pyrrolo[2,3-d]pyrimidin-5-yl)benzonitrile). Solvent: C(CCC)O (n-butanol). The product is N1(CCOCC1)C=1C2=C(N=CN1)NC=C2C=2C=C(C#N)C=CC2 (3-[4-(morpholin-4-yl)-7H-pyrrolo[2,3-d]pyrimidin-5-yl]benzonitrile). As a reaction SMILES: [NH:1]1[CH2:6][CH2:5][O:4][CH2:3][CH2:2]1.C(N(CC)C(C)C)(C)C.Cl[C:17]1[C:18]2[C:25]([C:26]3[CH:27]=[C:28]([CH:31]=[CH:32][CH:33]=3)[C:29]#[N:30])=[CH:24][NH:23][C:19]=2[N:20]=[CH:21][N:22]=1>C(O)CCC>[N:1]1([C:17]2[C:18]3[C:25]([C:26]4[CH:27]=[C:28]([CH:31]=[CH:32][CH:33]=4)[C:29]#[N:30])=[CH:24][NH:23][C:19]=3[N:20]=[CH:21][N:22]=2)[CH2:6][CH2:5][O:4][CH2:3][CH2:2]1. Procedure details: Morpholine (871 mg, 10 mmol) and N,N-diisopropylethylamine (2.6 g, 20 mmol) were added to a solution of 3-(4-chloro-7H-pyrrolo[2,3-d]pyrimidin-5-yl)benzonitrile (C14) (2.5 g, 9.8 mmol) in n-butanol (100 mL), and the reaction mixture was heated at reflux for 3 hours. Solvents were removed in vacuo and the residue was purified using chromatography on silica gel (Eluent: 1:1 ethyl acetate/petroleum ether). Subsequent recrystallization from ethyl acetate and tert-butyl methyl ether afforded the prod... Reaction SMILES: [NH:1]1[C:9]2[C:4](=[CH:5][CH:6]=[CH:7][CH:8]=2)[CH:3]=[N:2]1.[F:10][C:11]1[CH:16]=[C:15]([F:17])[CH:14]=[CH:13][C:12]=1[C@@:18]1([CH2:22][N:23]2[CH:27]=[N:26][CH:25]=[N:24]2)[C@H:20]([CH3:21])[O:19]1.C(=O)([O-])[O-].[K+].[K+].O>CN(C=O)C.C(OCC)(=O)C>[F:10][C:11]1[CH:16]=[C:15]([F:17])[CH:14]=[CH:13][C:12]=1[C@:18]([OH:19])([C@H:20]([N:1]1[C:9]2[C:4](=[CH:5][CH:6]=[CH:7][CH:8]=2)[CH2:3][NH:2]1)[CH3:21])[CH2:22][N:23]1[CH:27]=[N:26][CH:25]=[N:24]1 |f:2.3.4|. Product: FC1=C(C=CC(=C1)F)[C@@](CN1N=CN=C1)([C@@H](C)N1NCC2=CC=CC=C12)O ((2R,3R)-2-(2,4-Difluorophenyl)-3-(2H-indazol-1-yl)-1-(1H-1,2,4-triazol-1-yl)butan-2-ol). Conditions: temperature 180 celsius, time 5 minute. Yield: 44.0%. Procedure: To a suspension of indazole (0.059 g, 0.5 mmol), 1-(((2R,3S)-2-(2,4-difluorophenyl)-3-methyloxiran-2-yl)methyl)-1H-1,2,4-triazole (0.105 g, 0.416 mmol) in N,N′-dimethylformamide (2.5 ml) was added anhydrous potassium carbonate (0.069 g, 0.5 mmol), followed by radiating microwaves thereon with stirring at 180° C. for 5 min. Thereafter, the addition of water (0.5 ml) at 0° C. terminated the reaction. The reaction solution was diluted with ethyl acetate (10 ml) and washed with saturated ammonium ch... Solvent: CN(C)C=O (N,N′-dimethylformamide), C(C)(=O)OCC (ethyl acetate). Starting materials: C([O-])([O-])=O.[K+].[K+] (potassium carbonate), O (water), N1N=CC2=CC=CC=C12 (indazole), FC1=C(C=CC(=C1)F)[C@@]1(O[C@H]1C)CN1N=CN=C1 (1-(((2R,3S)-2-(2,4-difluorophenyl)-3-methyloxiran-2-yl)methyl)-1H-1,2,4-triazole). Reactants: NC1=CC=C(C=C1)C (p-toluidine), [OH-].[Na+] (sodium hydroxide), C(C)C1=C(C#N)C=CC=C1 (o-ethylbenzonitrile), [Cl-].[Al+3].[Cl-].[Cl-] (aluminum chloride). The solvent is O (water). Reaction conditions: time 1 hour. Product: CC1=CC=C(C=C1)NC(C1=C(C=CC=C1)CC)=N (N-(p-methylphenyl)-2-ethylbenzamidine). Isolated yield 92.0%. As a reaction SMILES: [NH2:1][C:2]1[CH:7]=[CH:6][C:5]([CH3:8])=[CH:4][CH:3]=1.[CH2:9]([C:11]1[CH:18]=[CH:17][CH:16]=[CH:15][C:12]=1[C:13]#[N:14])[CH3:10].[Cl-].[Al+3].[Cl-].[Cl-].[OH-].[Na+]>O>[CH3:8][C:5]1[CH:6]=[CH:7][C:2]([NH:1][C:13](=[NH:14])[C:12]2[CH:15]=[CH:16][CH:17]=[CH:18][C:11]=2[CH2:9][CH3:10])=[CH:3][CH:4]=1 |f:2.3.4.5,6.7|. Procedure details: 5.0 g. of p-toluidine, 6.2 g. of o-ethylbenzonitrile and 6.3 g. of anhydrous aluminum chloride were heated at 120° C. with stirring for 1 hour. To the reaction mixture was added water and sodium hydroxide to make the mixture alkaline. The mixture was extracted with benzene and the extract was washed with water, dried and evaporated in vacuo to remove benzene. 10.2 g.(92% of theory) of N-(p-methylphenyl)-2-ethylbenzamidine was obtained. Reactants: O=C(Cl)c1ccccc1, CCCCCC, CC(C)CCOC1CCC(=O)N1, [Li]CCCC, C1CCOC1. Product: CC(C)CCOC1CCC(=O)N1C(=O)c1ccccc1. Reaction SMILES: [C:18]([c:19]1[cH:20][cH:21][cH:22][cH:23][cH:24]1)(=[O:25])[Cl:26].[CH3:27][CH2:28][CH2:29][CH2:30][CH2:31][CH3:32].[CH3:6][CH:7]([CH2:8][CH2:9][O:10][CH:11]1[CH2:12][CH2:13][C:14](=[O:16])[NH:15]1)[CH3:17].[Li:1][CH2:2][CH2:3][CH2:4][CH3:5].[O:33]1[CH2:34][CH2:35][CH2:36][CH2:37]1>>[CH3:6][CH:7]([CH2:8][CH2:9][O:10][CH:11]1[CH2:12][CH2:13][C:14](=[O:16])[N:15]1[C:18]([c:19]1[cH:20][cH:21][cH:22][cH:23][cH:24]1)=[O:25])[CH3:17]. Starting materials: CC(C(=O)OC)(C)C1=CC=CC=C1 (methyl 2-methyl-2-phenylpropionate), [H-].[Al+3].[Li+].[H-].[H-].[H-] (lithium aluminum hydride), O (water). Run in O1CCCC1 (tetrahydrofuran), O1CCCC1 (tetrahydrofuran). Reaction conditions: time 30 minute. The product is CC(CO)(C)C1=CC=CC=C1 (2-methyl-2-phenylpropanol). As a reaction SMILES: [H-].[Al+3].[Li+].[H-].[H-].[H-].[CH3:7][C:8]([C:14]1[CH:19]=[CH:18][CH:17]=[CH:16][CH:15]=1)([CH3:13])[C:9](OC)=[O:10].O>O1CCCC1>[CH3:13][C:8]([C:14]1[CH:19]=[CH:18][CH:17]=[CH:16][CH:15]=1)([CH3:7])[CH2:9][OH:10] |f:0.1.2.3.4.5|. Procedure: To a suspension of lithium aluminum hydride (1.71 g) in tetrahydrofuran (50 ml) was dropwise added a solution of methyl 2-methyl-2-phenylpropionate (7.97 g) in tetrahydrofuran (20 ml) under ice cooling and the mixture was stirred at room temperature for 30 minutes. To the reaction solution was dropwise added water and then a saturated aqueous solution of sodium bicarbonate, and the solution was extracted with ether. The ehter layer was washed with a saturated aqueous solution of sodium chloride,... Reactants: OC1=C2CCCC(C2=CC=C1)=O (5-hydroxy-1-oxotetraline), ClCCCN1CCN(CC1)CC1=C(C=CC=C1)OC (1-(3-chloropropyl)-4-(2-methoxybenzyl)-piperazine), C1(=C(C(=C(C(=C1F)F)F)N)F)N.Cl.Cl (dihydrochloride). The product is COC1=C(CN2CCN(CC2)CCCOC2=C3CCCC(C3=CC=C2)=O)C=CC=C1 (5-{3-[4-(2-methoxybenzyl)-1-piperazinyl]-propoxy}-3,4-dihydro-2H-naphthalene-1-one). The yield is 57.1%. RXN SMILES: [OH:1][C:2]1[CH:11]=[CH:10][CH:9]=[C:8]2[C:3]=1[CH2:4][CH2:5][CH2:6][C:7]2=[O:12].Cl[CH2:14][CH2:15][CH2:16][N:17]1[CH2:22][CH2:21][N:20]([CH2:23][C:24]2[CH:29]=[CH:28][CH:27]=[CH:26][C:25]=2[O:30][CH3:31])[CH2:19][CH2:18]1.C1(N)C(F)=C(F)C(F)=C(N)C=1F.Cl.Cl>>[CH3:31][O:30][C:25]1[CH:26]=[CH:27][CH:28]=[CH:29][C:24]=1[CH2:23][N:20]1[CH2:19][CH2:18][N:17]([CH2:16][CH2:15][CH2:14][O:1][C:2]2[CH:11]=[CH:10][CH:9]=[C:8]3[C:3]=2[CH2:4][CH2:5][CH2:6][C:7]3=[O:12])[CH2:22][CH2:21]1 |f:2.3.4|. Procedure details: from 5-hydroxy-1-oxotetraline and 1-(3-chloropropyl)-4-(2-methoxybenzyl)-piperazine; yield 57.1% of theory; m.p. of the dihydrochloride (recrystallized from 1N hydrochloric acid) 241°-243°C;